Dataset: the Open Reaction Database (ORD), a public repository of structured organic reaction records. Task: describe an organic reaction: reactants, conditions, products, and yield Starting materials: N(=NC(=O)OCC)C(=O)OCC (diethyl azodicarboxylate), C(=O)(OC(C)(C)C)N[C@H]1C[C@H](CC1)CO (cis-3-(N-BOC-amino)-cyclopentanemethanol), ON1C(C=2C(C1=O)=CC=CC2)=O (N-hydroxyphthalimide), C1(=CC=CC=C1)P(C1=CC=CC=C1)C1=CC=CC=C1 (triphenylphosphine). Solvent: C1=CC=CC=C1 (benzene), C1=CC=CC=C1 (benzene). The product is C(=O)(OC(C)(C)C)N[C@H]1C[C@H](CC1)CON1C(C2=CC=CC=C2C1=O)=O (2-[cis-3-(N-BOC-amino)-cyclopentylmethoxv]-1H-isoindole-1,3(2H)-dione). RXN SMILES: N(C(OCC)=O)=NC(OCC)=O.[C:13]([NH:20][C@@H:21]1[CH2:25][CH2:24][C@H:23]([CH2:26][OH:27])[CH2:22]1)([O:15][C:16]([CH3:19])([CH3:18])[CH3:17])=[O:14].O[N:29]1[C:33](=[O:34])[C:32]2=[CH:35][CH:36]=[CH:37][CH:38]=[C:31]2[C:30]1=[O:39].C1(P(C2C=CC=CC=2)C2C=CC=CC=2)C=CC=CC=1>C1C=CC=CC=1>[C:13]([NH:20][C@@H:21]1[CH2:25][CH2:24][C@H:23]([CH2:26][O:27][N:29]2[C:33](=[O:34])[C:32]3[C:31](=[CH:38][CH:37]=[CH:36][CH:35]=3)[C:30]2=[O:39])[CH2:22]1)([O:15][C:16]([CH3:19])([CH3:18])[CH3:17])=[O:14]. Procedure: A solution of 2.94 ml (0.01755 mol) of diethyl azodicarboxylate (93%) in 10 ml of benzene is added dropwise to a mixture of 3.6 g (0.01672 mol) of cis-3-(N-BOC-amino)-cyclopentanemethanol, 2.73 g (0.01673 mol) of N-hydroxyphthalimide, 4.49 g (0.01672 mol) of triphenylphosphine and 60 ml of benzene at 20°-30° C., while stirring. After the mixture has been stirred at room temperature for 1 hour, the precipitate formed during the reaction is filtered off, the residue on the filter is suspended in b... Starting materials: FC(S(=O)(=O)OC=1C=NC=C(C1)Cl)(F)F (5-chloropyridin-3-yl trifluoromethanesulfonate), C1(=CC=CC=C1)CS (phenylmethanethiol), C(C)(C)N(C(C)C)CC (N,N-diisopropylethylamine). The reagents and catalysts are C=1C=CC(=CC1)/C=C/C(=O)/C=C/C2=CC=CC=C2.C=1C=CC(=CC1)/C=C/C(=O)/C=C/C2=CC=CC=C2.C=1C=CC(=CC1)/C=C/C(=O)/C=C/C2=CC=CC=C2.[Pd].[Pd] (tris(dibenzylideneacetone)dipalladium(0)), C1(=CC=CC=C1)P(C1=CC=CC=2C(C3=CC=CC(=C3OC12)P(C1=CC=CC=C1)C1=CC=CC=C1)(C)C)C1=CC=CC=C1 (4,5-bis(diphenylphosphino)-9,9-dimethylxanthene). The solvent is C1(=CC=CC=C1)C (toluene). Run at temperature 80 celsius, time 3 hour. Product: C(C1=CC=CC=C1)SC=1C=NC=C(C1)Cl (3-(Benzylsulfanyl)-5-chloropyridine). Yield: 104.6%. Reaction SMILES: FC(F)(F)S(O[C:7]1[CH:8]=[N:9][CH:10]=[C:11]([Cl:13])[CH:12]=1)(=O)=O.[C:16]1([CH2:22][SH:23])[CH:21]=[CH:20][CH:19]=[CH:18][CH:17]=1.C(N(CC)C(C)C)(C)C>C1(C)C=CC=CC=1.C1C=CC(/C=C/C(/C=C/C2C=CC=CC=2)=O)=CC=1.C1C=CC(/C=C/C(/C=C/C2C=CC=CC=2)=O)=CC=1.C1C=CC(/C=C/C(/C=C/C2C=CC=CC=2)=O)=CC=1.[Pd].[Pd].C1(P(C2C=CC=CC=2)C2C3OC4C(=CC=CC=4P(C4C=CC=CC=4)C4C=CC=CC=4)C(C)(C)C=3C=CC=2)C=CC=CC=1>[CH2:22]([S:23][C:7]1[CH:8]=[N:9][CH:10]=[C:11]([Cl:13])[CH:12]=1)[C:16]1[CH:21]=[CH:20][CH:19]=[CH:18][CH:17]=1 |f:4.5.6.7.8|. Reported procedure: To a solution of 5-chloropyridin-3-yl trifluoromethanesulfonate (1.73 g) in toluene (15 mL) were added phenylmethanethiol (861 mg), N,N-diisopropylethylamine (1.88 g), tris(dibenzylideneacetone)dipalladium(0) (121 mg) and 4,5-bis(diphenylphosphino)-9,9-dimethylxanthene (153 mg), and the mixture was stirred under an argon atmosphere at 80° C. for 3 hr. The reaction mixture was filtered through silica gel, and the filtrate was concentrated under reduced pressure. The residue was purified by silica... The reactants are BrC=1C=C(C(=NC1)F)C (5-Bromo-2-fluoro-3-methylpyridine), C(CCC)[Li] (n-butyl lithium), CC(C=O)(C)C (Trimethylacetaldehyde). Run in CCOCC (ether). Conditions: temperature -70 celsius, time 1 hour. Yields the product FC1=C(C=C(C=N1)CO)C (6-Fluoro-5-methyl-3-pyridinemethanol). Isolated yield 103.1%. As a reaction SMILES: Br[C:2]1[CH:3]=[C:4]([CH3:9])[C:5]([F:8])=[N:6][CH:7]=1.C([Li])CCC.CC(C)(C)[CH:17]=[O:18]>CCOCC>[F:8][C:5]1[N:6]=[CH:7][C:2]([CH2:17][OH:18])=[CH:3][C:4]=1[CH3:9]. Reported procedure: 5-Bromo-2-fluoro-3-methylpyridine (2.0 g, 0.011 mol) was dissolved with stirring in anhydrous ether (30 mL) and cooled to −70° C. This was treated at <−60° C. with n-butyl lithium (4.8 mL, 2.5M in hexane, 0.012 mol) and the reaction mixture stirred at <−70° C. for one hour. Trimethylacetaldehyde (1.14 g, 0.013 mol) was added and the reaction mixture allowed to warm to −10° C. The reaction mixture was quenched with ammonium chloride solution and extracted with ethyl acetate. The organic extract w... Starting materials: O=C1O[C@H](CN1C1=CC=C(C=C1)N1C(COCC1)=O)CN1C(C2=CC=CC=C2C1=O)=O (2-({(5S)-2-oxo-3-[4-(3-oxomorpholin-4-yl)phenyl]-1,3-oxazolidin-5-yl}methyl)-1H-isoindole-1,3(2H)-dione), C(=O)(Cl)Cl (phosgene). Yields the product NC[C@H]1CN(C(O1)=O)C1=CC=C(C=C1)N1C(COCC1)=O (4-{4-[(5S)-5-(aminomethyl)-2-oxo-1,3-oxazolidin-3-yl]phenyl}morpholin-3-one). RXN SMILES: [O:1]=[C:2]1[N:6]([C:7]2[CH:12]=[CH:11][C:10]([N:13]3[CH2:18][CH2:17][O:16][CH2:15][C:14]3=[O:19])=[CH:9][CH:8]=2)[CH2:5][C@H:4]([CH2:20][N:21]2C(=O)C3C(=CC=CC=3)C2=O)[O:3]1.C(Cl)(Cl)=O>>[NH2:21][CH2:20][C@@H:4]1[O:3][C:2](=[O:1])[N:6]([C:7]2[CH:12]=[CH:11][C:10]([N:13]3[CH2:18][CH2:17][O:16][CH2:15][C:14]3=[O:19])=[CH:9][CH:8]=2)[CH2:5]1. Procedure details: WO 01/47919, application disclosed the Rivaroxaban with applications for prevention and treatment of various thromboembolic diseases. Further this patent describes a method for preparation of Rivaroxaban of formula (I), wherein 4-(4-aminophenyl)morpholin-3-one is reacted with 2-[(2S)-oxiran-2-ylmethyl]-1H-isoindole-1,3(2H)-dione, in presence of solvent to obtain 2-[(2R)-2-hydroxy-3-{[4(3-oxomorpholin-4-yl)phenyl]amino}propyl]-1H-isoindole-1,3(2H)-dione which is further converted to 2-({(5S)-2-ox...